This data is from the Open Reaction Database (ORD), a public repository of structured organic reaction records. The task is: describe an organic reaction: reactants, conditions, products, and yield Procedure: An enzymatic method for producing N-formyl-α-L-aspartyl-L-phenylalanine methyl ester by a condensation reaction between N-formyl-L-aspartic acid and L-phenylalanine methyl ester or D,L-phenylalanine methyl ester, which comprises: supplying an organic phase comprising a water-immiscible solvent containing N-formyl-L-aspartic acid and L- or D,L-phenylalanine methyl ester onto an aqueous phase comprising a thermolysin-like metalloprotease; proceeding the condensation reaction in the aqueous phase t... As a reaction SMILES: [CH:1]([NH:3][C@H:4]([C:9]([OH:11])=O)[CH2:5][C:6]([OH:8])=[O:7])=[O:2].[CH3:12][O:13][C:14](=[O:24])[C@H:15]([CH2:17][C:18]1[CH:23]=[CH:22][CH:21]=[CH:20][CH:19]=1)[NH2:16].COC(=O)C(CC1C=CC=CC=1)N>O>[CH3:12][O:13][C:14](=[O:24])[C@H:15]([CH2:17][C:18]1[CH:23]=[CH:22][CH:21]=[CH:20][CH:19]=1)[NH:16][C:9](=[O:11])[C@H:4]([CH2:5][C:6](=[O:7])[OH:8])[NH:3][CH:1]=[O:2]. The product is COC([C@@H](NC([C@@H](NC=O)CC(O)=O)=O)CC1=CC=CC=C1)=O (N-formyl-α-L-aspartyl-L-phenylalanine methyl ester). Reactants: C(=O)N[C@@H](CC(=O)O)C(=O)O (N-formyl-L-aspartic acid), COC([C@@H](N)CC1=CC=CC=C1)=O (L-phenylalanine methyl ester), COC(C(N)CC1=CC=CC=C1)=O (D,L-phenylalanine methyl ester), C(=O)N[C@@H](CC(=O)O)C(=O)O (N-formyl-L-aspartic acid), COC(C(N)CC1=CC=CC=C1)=O (D,L-phenylalanine methyl ester). Solvent: O (water). Starting materials: C1CCOC1, C[Si](C)(C)[N-][Si](C)(C)C, COc1ccc(C(C)C)cc1-c1ccc(C(F)(F)F)cc1CBr, CC1NC(=O)OC1c1cc(C(F)(F)F)cc(C(F)(F)F)c1, [Na+]. The product is COc1ccc(C(C)C)cc1-c1ccc(C(F)(F)F)cc1CN1C(=O)OC(c2cc(C(F)(F)F)cc(C(F)(F)F)c2)C1C. As a reaction SMILES: [CH2:55]1[O:56][CH2:57][CH2:58][CH2:59]1.[CH3:23][Si:24]([N-:25][Si:26]([CH3:27])([CH3:28])[CH3:29])([CH3:30])[CH3:31].[CH3:32][O:33][c:34]1[c:35](-[c:43]2[c:44]([CH2:53][Br:54])[cH:45][c:46]([C:49]([F:50])([F:51])[F:52])[cH:47][cH:48]2)[cH:36][c:37]([CH:40]([CH3:41])[CH3:42])[cH:38][cH:39]1.[F:1][C:2]([c:3]1[cH:4][c:5]([CH:13]2[CH:14]([CH3:19])[NH:15][C:16](=[O:18])[O:17]2)[cH:6][c:7]([C:9]([F:10])([F:11])[F:12])[cH:8]1)([F:20])[F:21].[Na+:22]>>[F:1][C:2]([c:3]1[cH:4][c:5]([CH:13]2[CH:14]([CH3:19])[N:15]([CH2:53][c:44]3[c:43](-[c:35]4[c:34]([O:33][CH3:32])[cH:39][cH:38][c:37]([CH:40]([CH3:41])[CH3:42])[cH:36]4)[cH:48][cH:47][c:46]([C:49]([F:50])([F:51])[F:52])[cH:45]3)[C:16](=[O:18])[O:17]2)[cH:6][c:7]([C:9]([F:10])([F:11])[F:12])[cH:8]1)([F:20])[F:21]. Starting materials: B(Br)(Br)Br (Boron tribromide), solution, NC1=NC=2C=C(C=NC2C2=C1N=C(N2CC(C)(O)C)COCC)C2=CC(=C(C=C2)F)F (1-[4-amino-7-(3,4-difluorophenyl)-2-(ethoxymethyl)-1H-imidazo[4,5-c][1,5]naphthyridin-1-yl]-2-methylpropan-2-ol), B(Br)(Br)Br (boron tribromide), CO (methanol). The solvent is ClCCl (dichloromethane), ClCCl (dichloromethane). Conditions: temperature 0 celsius, time 22.5 hour. Product: NC1=NC=2C=C(C=NC2C2=C1N=C(N2CC(C)(O)C)CO)C2=CC(=C(C=C2)F)F (1-[4-amino-7-(3,4-difluorophenyl)-2-(hydroxymethyl)-1H-imidazo[4,5-c][1,5]naphthyridin-1-yl]-2-methylpropan-2-ol). Yield: 36.4%. Reaction SMILES: [NH2:1][C:2]1[C:11]2[N:12]=[C:13]([CH2:20][O:21]CC)[N:14]([CH2:15][C:16]([CH3:19])([OH:18])[CH3:17])[C:10]=2[C:9]2[N:8]=[CH:7][C:6]([C:24]3[CH:29]=[CH:28][C:27]([F:30])=[C:26]([F:31])[CH:25]=3)=[CH:5][C:4]=2[N:3]=1.B(Br)(Br)Br.CO>ClCCl>[NH2:1][C:2]1[C:11]2[N:12]=[C:13]([CH2:20][OH:21])[N:14]([CH2:15][C:16]([CH3:17])([OH:18])[CH3:19])[C:10]=2[C:9]2[N:8]=[CH:7][C:6]([C:24]3[CH:29]=[CH:28][C:27]([F:30])=[C:26]([F:31])[CH:25]=3)=[CH:5][C:4]=2[N:3]=1. Procedure: A suspension of 1-[4-amino-7-(3,4-difluorophenyl)-2-(ethoxymethyl)-1H-imidazo[4,5-c][1,5]naphthyridin-1-yl]-2-methylpropan-2-ol (0.790 g, 1.85 mmol), obtained from the filtrate from the trituration in Example 59, in dichloromethane (20 mL) was cooled to 0° C. Boron tribromide (5.54 mL of a 1 M solution in dichloromethane) was added dropwise, and the reaction was stirred at room temperature for 22.5 hours. An analysis by LC/MS indicated the reaction was incomplete, and additional boron tribromide... Starting materials: CC(=O)OCC=C(C)CCl, [Na+], CN(C)C=O, O=S([O-])c1ccccc1. The product is CC(=O)OCC=C(C)CS(=O)(=O)c1ccccc1. RXN SMILES: [Cl:11][CH2:12][C:13](=[CH:14][CH2:15][O:16][C:17]([CH3:18])=[O:19])[CH3:20].[Na+:10].[O:21]=[CH:22][N:23]([CH3:24])[CH3:25].[c:1]1([S:7](=[O:8])[O-:9])[cH:2][cH:3][cH:4][cH:5][cH:6]1>>[c:1]1([S:7](=[O:8])(=[O:9])[CH2:12][C:13](=[CH:14][CH2:15][O:16][C:17]([CH3:18])=[O:19])[CH3:20])[cH:2][cH:3][cH:4][cH:5][cH:6]1. Starting materials: ClC=1C=C2C(=NC1)N(C=C2C=2C=C(C=NC2)NC(C(=O)NCC(F)(F)F)C(C)C)COCC[Si](C)(C)C (2-(5-(5-chloro-1-((2-(trimethylsilyl)ethoxy)methyl)-1H-pyrrolo[2,3-b]pyridin-3-yl)pyridin-3-ylamino)-3-methyl-N-(2,2,2-trifluoroethyl)butanamide), [OH-].[K+] (KOH). Reagents/catalysts: C=1C=CC(=CC1)/C=C/C(=O)/C=C/C2=CC=CC=C2.C=1C=CC(=CC1)/C=C/C(=O)/C=C/C2=CC=CC=C2.C=1C=CC(=CC1)/C=C/C(=O)/C=C/C2=CC=CC=C2.[Pd].[Pd] (Pd2 dba3), CC1=C(C(=C(C(=C1C)C2=C(C=C(C=C2C(C)C)C(C)C)C(C)C)P(C(C)(C)C)C(C)(C)C)C)C (2-DI-T-BUTYLPHOSPHINO-3,4,5,6-TETRAMETHYL-2′,4′,6′-TRI-I-PROPYLBIPHENYL). Run in [Cl-].[Na+].O (brine), O1CCOCC1 (Dioxane). Conditions: temperature 100 celsius. Yields the product OC=1C=C2C(=NC1)N(C=C2C=2C=C(C=NC2)NC(C(=O)NCC(F)(F)F)C(C)C)COCC[Si](C)(C)C (2-(5-(5-hydroxy-1-((2-(trimethylsilyl)ethoxy)methyl)-1H-pyrrolo[2,3-b]pyridin-3-yl)pyridin-3-ylamino)-3-methyl-N-(2,2,2-trifluoroethyl)butanamide). Isolated yield 93.1%. RXN SMILES: Cl[C:2]1[CH:3]=[C:4]2[C:10]([C:11]3[CH:12]=[C:13]([NH:17][CH:18]([CH:27]([CH3:29])[CH3:28])[C:19]([NH:21][CH2:22][C:23]([F:26])([F:25])[F:24])=[O:20])[CH:14]=[N:15][CH:16]=3)=[CH:9][N:8]([CH2:30][O:31][CH2:32][CH2:33][Si:34]([CH3:37])([CH3:36])[CH3:35])[C:5]2=[N:6][CH:7]=1.[OH-:38].[K+]>O1CCOCC1.[Cl-].[Na+].O.C1C=CC(/C=C/C(/C=C/C2C=CC=CC=2)=O)=CC=1.C1C=CC(/C=C/C(/C=C/C2C=CC=CC=2)=O)=CC=1.C1C=CC(/C=C/C(/C=C/C2C=CC=CC=2)=O)=CC=1.[Pd].[Pd].CC1C(C)=C(C2C(C(C)C)=CC(C(C)C)=CC=2C(C)C)C(P(C(C)(C)C)C(C)(C)C)=C(C)C=1C>[OH:38][C:2]1[CH:3]=[C:4]2[C:10]([C:11]3[CH:12]=[C:13]([NH:17][CH:18]([CH:27]([CH3:29])[CH3:28])[C:19]([NH:21][CH2:22][C:23]([F:26])([F:25])[F:24])=[O:20])[CH:14]=[N:15][CH:16]=3)=[CH:9][N:8]([CH2:30][O:31][CH2:32][CH2:33][Si:34]([CH3:37])([CH3:36])[CH3:35])[C:5]2=[N:6][CH:7]=1 |f:1.2,4.5.6,7.8.9.10.11|. Reported procedure: To a nitrogen gas purged microwave vial of 2-(5-(5-chloro-1-((2-(trimethylsilyl)ethoxy)methyl)-1H-pyrrolo[2,3-b]pyridin-3-yl)pyridin-3-ylamino)-3-methyl-N-(2,2,2-trifluoroethyl)butanamide 2-1a (800 mg, 1.439 mmol), 2-DI-T-BUTYLPHOSPHINO-3,4,5,6-TETRAMETHYL-2′,4′,6′-TRI-I-PROPYLBIPHENYL (55.3 mg, 0.115 mmol) and Pd2 dba3 (26.3 mg, 0.029 mmol) in Dioxane (6 ml) was added 1 M KOH (4.32 ml, 4.32 mmol). The reaction mixture was sealed and heated in an oil bath at 100° C. for 18 h. The reaction was co...